Dataset: the Open Reaction Database (ORD), a public repository of structured organic reaction records. Task: describe an organic reaction: reactants, conditions, products, and yield Starting materials: CC(C)(C)O, COc1ccc2c(c1)CCC1C2C(=O)CC2(C)C1CC1OCCOC12, CC(C)(C)[O-], CI, [K+], O. Yields the product COc1ccc2c(c1)CCC1C3CC4OCCOC4C3(C)CC(=O)C21C. Reaction SMILES: [C:35]([OH:36])([CH3:37])([CH3:38])[CH3:39].[CH2:1]1[O:2][CH:3]2[C:4]3([CH3:5])[CH:6]([CH2:7][CH:8]2[O:9][CH2:10]1)[CH:11]1[CH2:12][CH2:13][c:14]2[cH:15][c:16]([O:24][CH3:25])[cH:17][cH:18][c:19]2[CH:20]1[C:21](=[O:23])[CH2:22]3.[CH3:26][C:27]([CH3:28])([O-:29])[CH3:30].[CH3:33][I:34].[K+:31].[OH2:32]>>[CH2:1]1[O:2][CH:3]2[C:4]3([CH3:5])[CH:6]([CH2:7][CH:8]2[O:9][CH2:10]1)[CH:11]1[CH2:12][CH2:13][c:14]2[cH:15][c:16]([O:24][CH3:25])[cH:17][cH:18][c:19]2[C:20]1([CH3:26])[C:21](=[O:23])[CH2:22]3.